From a dataset of the Open Reaction Database (ORD), a public repository of structured organic reaction records. describe an organic reaction: reactants, conditions, products, and yield Starting materials: IC=1C=C(NC2=NC=CC=C2CN)C=CC1 (2-(m-iodoanilino)-3-aminomethylpyridine), O1CCCC1 (tetrahydrofuran), N,N'-carbonyldiimidazole. Solvent: CC(=O)C (acetone), CC(=O)C (acetone). Yields the product IC=1C=C(C=CC1)N1C(NCC2=C1N=CC=C2)=O (1-(m-iodophenyl)-2-oxo-1,2,3,4-tetrahydropyrido[2,3-d]pyrimidine). As a reaction SMILES: [I:1][C:2]1[CH:3]=[C:4]([CH:14]=[CH:15][CH:16]=1)[NH:5][C:6]1[C:11]([CH2:12][NH2:13])=[CH:10][CH:9]=[CH:8][N:7]=1.[O:17]1CCC[CH2:18]1>CC(C)=O>[I:1][C:2]1[CH:3]=[C:4]([N:5]2[C:6]3[N:7]=[CH:8][CH:9]=[CH:10][C:11]=3[CH2:12][NH:13][C:18]2=[O:17])[CH:14]=[CH:15][CH:16]=1. Procedure details: To a solution of 3.3 g of 2-(m-iodoanilino)-3-aminomethylpyridine and 30 ml of dry tetrahydrofuran was added 3.2 g of N,N'-carbonyldiimidazole and the mixture was heated under reflux for 12 hours. After the reaction was complete, the solvent was removed from the reaction mixture by distillation under reduced pressure. The residue thus obtained was dissolved in acetone. The acetone solution was placed on a column of alumina and eluted with acetone. The eluate was concentrated and left to yield 2.... Starting materials: BrC=1SC=C(N1)CC1=CC=C(C=C1)SC1=CC=CC=C1 (2-bromo-4-(4-phenylthiobenzyl)thiazole), ClC1=CC(=CC=C1)C(=O)OO (meta-chloroperbenzoic acid). Solvent: C(Cl)(Cl)Cl (chloroform). Product: BrC=1SC=C(N1)CC1=CC=C(C=C1)S(=O)C1=CC=CC=C1 (2-bromo-4-(4-phenylsulfinylbenzyl)thiazole). RXN SMILES: [Br:1][C:2]1[S:3][CH:4]=[C:5]([CH2:7][C:8]2[CH:13]=[CH:12][C:11]([S:14][C:15]3[CH:20]=[CH:19][CH:18]=[CH:17][CH:16]=3)=[CH:10][CH:9]=2)[N:6]=1.ClC1C=CC=C(C(OO)=[O:29])C=1>C(Cl)(Cl)Cl>[Br:1][C:2]1[S:3][CH:4]=[C:5]([CH2:7][C:8]2[CH:9]=[CH:10][C:11]([S:14]([C:15]3[CH:16]=[CH:17][CH:18]=[CH:19][CH:20]=3)=[O:29])=[CH:12][CH:13]=2)[N:6]=1. Procedure details: The starting 2-bromo-4-(4-phenylsulfinylbenzyl)thiazole was prepared by mild oxydation of 2-bromo-4-(4-phenylthiobenzyl)thiazole, M.P. 82° C., by the means of meta-chloroperbenzoic acid in chloroform. Yields the product BrCCCN1C(C2=CC=CC=C2C1=O)=O (2-(3-bromo-propyl)-isoindole-1,3-dione). Run at temperature 90 celsius, time 17 hour. Yield: 49.0%. Reactants: BrC(C)(C)Br (dibromopropane), C1(C=2C(C(N1)=O)=CC=CC2)=O.[K] (potassium phthalimide), CN(C)C=O (DMF). Reported procedure: To a solution of dibromopropane (0.61 mL, 6.0 mmol) in DMF (8 mL) was added potassium phthalimide (0.2756 g, 1.5 mmol), and was stirred at 90° C. for 17 hours. The mixture was concentrated, 1N NaOH (10 mL) was added, and extracted with CH2Cl2 (2×30 mL). The combined organic extracts were washed with water (1×15 mL), dried (Na2SO4), and concentrated. Purification of the crude material by column chromatography on silica gel (4:1 hexanes-EtOAc) provided 0.1977 g (49%) of 2-(3-bromo-propyl)-isoindol... Reaction SMILES: Br[C:2]([Br:5])([CH3:4])C.[C:6]1(=[O:16])[NH:10][C:9](=[O:11])[C:8]2=[CH:12][CH:13]=[CH:14][CH:15]=[C:7]12.[K].[CH3:18]N(C=O)C>>[Br:5][CH2:2][CH2:4][CH2:18][N:10]1[C:6](=[O:16])[C:7]2[C:8](=[CH:12][CH:13]=[CH:14][CH:15]=2)[C:9]1=[O:11] |f:1.2,^1:16|.